This data is from the Open Reaction Database (ORD), a public repository of structured organic reaction records. The task is: describe an organic reaction: reactants, conditions, products, and yield The reactants are CC1=CC=C(CSCC2=CC=C(C=C2)C)C=C1 (di-(p-methylbenzyl) sulfide), CC1=CC=C(CO)C=C1 (p-methylbenzyl alcohol), [H+].[B-](F)(F)(F)F (HBF4). Run in C(Cl)Cl (methylene chloride), C(Cl)Cl (methylene chloride), C(C)OCC (diethyl ether). Reaction conditions: time 1 hour. Yields the product F[B-](F)(F)F.CC1=CC=C(C[S+](CC2=CC=C(C=C2)C)CC2=CC=C(C=C2)C)C=C1 (tris-(p-methylbenzyl)-sulfonium tetrafluoroborate). RXN SMILES: [CH3:1][C:2]1[CH:17]=[CH:16][C:5]([CH2:6][S:7][CH2:8][C:9]2[CH:14]=[CH:13][C:12]([CH3:15])=[CH:11][CH:10]=2)=[CH:4][CH:3]=1.[CH3:18][C:19]1[CH:26]=[CH:25][C:22]([CH2:23]O)=[CH:21][CH:20]=1.[H+].[B-:28]([F:32])([F:31])([F:30])[F:29]>C(OCC)C.C(Cl)Cl>[F:29][B-:28]([F:32])([F:31])[F:30].[CH3:15][C:12]1[CH:11]=[CH:10][C:9]([CH2:8][S+:7]([CH2:18][C:19]2[CH:26]=[CH:25][C:22]([CH3:23])=[CH:21][CH:20]=2)[CH2:6][C:5]2[CH:4]=[CH:3][C:2]([CH3:1])=[CH:17][CH:16]=2)=[CH:14][CH:13]=1 |f:2.3,6.7|. Procedure: 85.1 g (0.351 mol) of di-(p-methylbenzyl) sulfide and 51.5 g (0.421 mol) of p-methylbenzyl alcohol are initially introduced into 250 ml of methylene chloride under an N2 atmosphere in a reaction vessel (750 ml) provided with a stirrer and thermometer. 142.7 g of an approximately 54% by weight HBF4 solution in diethyl ether is added dropwise at an internal temperature of 20°-30° C. in the course of 40 min, while stirring. The reaction mixture is stirred at RT for 2 h. The reaction mixture is dilu... The reactants are COc1cc(CNCC(O)C(CC2CCCCC2)NC(=O)OC(C)(C)C)cc(OC)c1, CCN(C(C)C)C(C)C, O=C(Cl)OCC1c2ccccc2-c2ccccc21, ClCCl. Reaction SMILES: [CH:1]1([CH2:7][CH:8]([CH:9]([CH2:10][NH:11][CH2:12][c:13]2[cH:14][c:15]([O:21][CH3:22])[cH:16][c:17]([O:19][CH3:20])[cH:18]2)[OH:23])[NH:24][C:25]([O:26][C:27]([CH3:28])([CH3:29])[CH3:30])=[O:31])[CH2:2][CH2:3][CH2:4][CH2:5][CH2:6]1.[CH:32]([N:33]([CH2:34][CH3:35])[CH:36]([CH3:37])[CH3:38])([CH3:39])[CH3:40].[Cl:41][C:42](=[O:43])[O:44][CH2:45][CH:46]1[c:47]2[cH:48][cH:49][cH:50][cH:51][c:52]2-[c:53]2[cH:54][cH:55][cH:56][cH:57][c:58]21.[Cl:59][CH2:60][Cl:61]>>[CH:1]1([CH2:7][CH:8]([CH:9]([CH2:10][N:11]([CH2:12][c:13]2[cH:14][c:15]([O:21][CH3:22])[cH:16][c:17]([O:19][CH3:20])[cH:18]2)[C:42](=[O:43])[O:44][CH2:45][CH:46]2[c:47]3[cH:48][cH:49][cH:50][cH:51][c:52]3-[c:53]3[cH:54][cH:55][cH:56][cH:57][c:58]32)[OH:23])[NH:24][C:25]([O:26][C:27]([CH3:28])([CH3:29])[CH3:30])=[O:31])[CH2:2][CH2:3][CH2:4][CH2:5][CH2:6]1. Product: COc1cc(CN(CC(O)C(CC2CCCCC2)NC(=O)OC(C)(C)C)C(=O)OCC2c3ccccc3-c3ccccc32)cc(OC)c1.